From a dataset of the Open Reaction Database (ORD), a public repository of structured organic reaction records. describe an organic reaction: reactants, conditions, products, and yield Product: CC(N)c1ccc(Br)cc1. As a reaction SMILES: [Br:1][c:2]1[cH:3][cH:4][c:5]([CH:8]([CH3:9])[NH:10][C:11](=[O:12])[C:13]([F:14])([F:15])[F:16])[cH:6][cH:7]1.[CH3:19][OH:20].[Na+:18].[OH-:17]>>[Br:1][c:2]1[cH:3][cH:4][c:5]([CH:8]([CH3:9])[NH2:10])[cH:6][cH:7]1. The reactants are CC(NC(=O)C(F)(F)F)c1ccc(Br)cc1, CO, [Na+], [OH-]. Starting materials: C1(=CC=C(C=C1)S(=O)(=O)O)C.NC1=CC=CC=C1 (aniline p-toluenesulfonate), C(#N)CC(=O)OCC (ethyl cyanoacetate). Run at time 1 hour. The product is NC1=NC2=CC=CC=C2C(=C1)O (2-Amino-4-Hydroxyquinoline). Reaction SMILES: C1(C)C=CC(S(O)(=O)=O)=CC=1.[NH2:12][C:13]1[CH:18]=[CH:17][CH:16]=[CH:15][CH:14]=1.[C:19]([CH2:21][C:22](OCC)=[O:23])#[N:20]>>[NH2:20][C:19]1[CH:21]=[C:22]([OH:23])[C:18]2[C:13](=[CH:14][CH:15]=[CH:16][CH:17]=2)[N:12]=1 |f:0.1|. Procedure: The appropriate aniline p-toluenesulfonate and ethyl cyanoacetate are combined in equimolar quantities and heated at 225° to 260° C. until a melt required. (Higher temperatures are used if necessary to achieve a melt). The temperature of the melt is lowered to 240° to 250° C. and heating continued for 1 hour. The hot melt is poured into ice-cold chloroform (about 1 to 1.5 liters per mole of aniline reactant) and the mixture stirred for 1 hour. The solid is filtered off, added to water-ethanol (1... The reactants are NC1=C(C=C(C=2C(C3=CC=CC=C3C(C12)=O)=O)Br)C(=O)O (1-amino-2-carboxy-4-bromoanthraquinone), OCCS(=O)(=O)C1=CC=C(OC2=CC=C(C=C2)S)C=C1 (4-(4'-β-hydroxyethylsulfonylphenoxy)thiophenol). Yields the product C1=CC=CC=2C(C3=CC=CC=C3C(C12)=O)=O (anthraquinone). RXN SMILES: N[C:2]1[C:15]2[C:14](=[O:16])[C:13]3[C:8](=[CH:9][CH:10]=[CH:11][CH:12]=3)[C:7](=[O:17])[C:6]=2[C:5](Br)=[CH:4][C:3]=1C(O)=O.OCCS(C1C=CC(OC2C=CC(S)=CC=2)=CC=1)(=O)=O>>[CH:9]1[C:8]2[C:7](=[O:17])[C:6]3[C:15](=[CH:2][CH:3]=[CH:4][CH:5]=3)[C:14](=[O:16])[C:13]=2[CH:12]=[CH:11][CH:10]=1. Reported procedure: Example 19 was repeated, except that the compounds shown in 1st and 2nd columns of the following table were used in place of the 1-amino-2-carboxy-4-bromoanthraquinone and 4-(4'-β-hydroxyethylsulfonylphenoxy)thiophenol, respectively, thereby obtaining a corresponding anthraquinone compound. The color shade obtained by dyeing cotton with the compound is as shown in a 3rd column of the table. The reactants are C(C=C)ON(S(=O)(=O)C1=C(C=CC=C1)[N+](=O)[O-])[C@@H]1C(=C[C@H](N(C1)C(=O)OC(C)(C)C)CO)C(N(C)C)=O ((2S,5R)-tert-butyl 5-(N-(allyloxy)-2-nitrophenylsulfonamido)-4-(dimethylcarbamoyl)-2-(hydroxymethyl)-5,6-dihydropyridine-1(2H)-carboxylate), C(C=C)ON(S(=O)(=O)C1=C(C=CC=C1)[N+](=O)[O-])[C@@H]1C(=C[C@H](N(C1)C(=O)OC(C)(C)C)CO)C(N(C)C)=O ((2S,5R)-tert-butyl 5-(N-(allyloxy)-2-nitrophenylsulfonamido)-4-(dimethylcarbamoyl)-2-(hydroxymethyl)-5,6-dihydropyridine-1(2H)-carboxylate), IC (iodomethane). The reagents and catalysts are [Ag]=O (silver oxide). Run in C(C)#N (acetonitrile). Reaction conditions: time 5 day. The product is C(C=C)ON(S(=O)(=O)C1=C(C=CC=C1)[N+](=O)[O-])[C@@H]1C(=C[C@H](N(C1)C(=O)OC(C)(C)C)COC)C(N(C)C)=O ((2S,5R)-tert-butyl 5-(N-(allyloxy)-2-nitrophenylsulfonamido)-4-(dimethylcarbamoyl)-2-(methoxymethyl)-5,6-dihydropyridine-1(2H)-carboxylate). The yield is 97.8%. RXN SMILES: [CH2:1]([O:4][N:5]([C@H:18]1[CH2:23][N:22]([C:24]([O:26][C:27]([CH3:30])([CH3:29])[CH3:28])=[O:25])[C@H:21]([CH2:31][OH:32])[CH:20]=[C:19]1[C:33](=[O:37])[N:34]([CH3:36])[CH3:35])[S:6]([C:9]1[CH:14]=[CH:13][CH:12]=[CH:11][C:10]=1[N+:15]([O-:17])=[O:16])(=[O:8])=[O:7])[CH:2]=[CH2:3].I[CH3:39]>C(#N)C.[Ag]=O>[CH2:1]([O:4][N:5]([C@H:18]1[CH2:23][N:22]([C:24]([O:26][C:27]([CH3:29])([CH3:30])[CH3:28])=[O:25])[C@H:21]([CH2:31][O:32][CH3:39])[CH:20]=[C:19]1[C:33](=[O:37])[N:34]([CH3:35])[CH3:36])[S:6]([C:9]1[CH:14]=[CH:13][CH:12]=[CH:11][C:10]=1[N+:15]([O-:17])=[O:16])(=[O:8])=[O:7])[CH:2]=[CH2:3]. Reported procedure: (2S,5R)-tert-butyl 5-(N-(allyloxy)-2-nitrophenylsulfonamido)-4-(dimethylcarbamoyl)-2-(hydroxymethyl)-5,6-dihydropyridine-1(2H)-carboxylate (Intermediate 139, 1.64 g, 3.03 mmol) and silver oxide (2.81 g, 12.13 mmol) were dissolved in acetonitrile (40 mL). To this solution was added iodomethane (1.897 mL, 30.34 mmol) under N2 and stirred over for 5 days protected from the light. The reaction mixture was then filtered through Celite, rinsed with EtOAc, and the crude product was loaded onto silica g... Reaction SMILES: [Cl:1][CH2:2][C:3]1[N:12]([CH2:13][CH2:14][CH3:15])[C:11](=[O:16])[C:10]2[C:5](=[C:6]([OH:19])[C:7]([Cl:18])=[CH:8][C:9]=2[Cl:17])[N:4]=1.[CH3:20][NH2:21]>C1COCC1.C(O)C>[ClH:1].[Cl:17][C:9]1[CH:8]=[C:7]([Cl:18])[C:6]([OH:19])=[C:5]2[C:10]=1[C:11](=[O:16])[N:12]([CH2:13][CH2:14][CH3:15])[C:3]([CH2:2][NH:21][CH3:20])=[N:4]2 |f:4.5|. Conditions: time 18 hour. Starting materials: ClCC1=NC2=C(C(=CC(=C2C(N1CCC)=O)Cl)Cl)O (2-chloromethyl-5,7-dichloro-8-hydroxy-3-n-propyl-3H-quinazolin-4-one), CN (methylamine), solution. Product: Cl.ClC1=C2C(N(C(=NC2=C(C(=C1)Cl)O)CNC)CCC)=O (5,7-dichloro-8-hydroxy-2-methylaminomethyl-3-n-propyl-3H-quinazolin-4-one hydrochloride). Yield: 50.0%. Solvent: C1CCOC1 (THF), C(C)O (ethanol). Reported procedure: To a solution of 2-chloromethyl-5,7-dichloro-8-hydroxy-3-n-propyl-3H-quinazolin-4-one (285 mg, 0.886 mmol) in anhydrous THF (1.3 mL) was added a solution of methylamine in ethanol (7.5 mL of a 8.0M solution, 60 mmol) dropwise under an argon atmosphere. The mixture was stirred at room temperature for 18 h, then concentrated, and to the resulting residue was added 2M HCl (5 mL). The mixture was evaporated and more 2M HCl (5 mL) was added. The residue was evaporated and the procedure repeated two m... Reactants: Nc1ncc(Br)c(Cl)c1[N+](=O)[O-], CCN(C(C)C)C(C)C, CC(C)O, c1cncc(CN2CCNCC2)c1. The product is Nc1ncc(Br)c(N2CCN(Cc3cccnc3)CC2)c1[N+](=O)[O-]. As a reaction SMILES: [Br:1][c:2]1[c:3]([Cl:12])[c:4]([N+:9](=[O:10])[O-:11])[c:5]([NH2:8])[n:6][cH:7]1.[CH:26]([N:27]([CH:28]([CH3:29])[CH3:30])[CH2:31][CH3:32])([CH3:33])[CH3:34].[CH:35]([OH:36])([CH3:37])[CH3:38].[n:13]1[cH:14][c:15]([CH2:19][N:20]2[CH2:21][CH2:22][NH:23][CH2:24][CH2:25]2)[cH:16][cH:17][cH:18]1>>[Br:1][c:2]1[c:3]([N:23]2[CH2:22][CH2:21][N:20]([CH2:19][c:15]3[cH:14][n:13][cH:18][cH:17][cH:16]3)[CH2:25][CH2:24]2)[c:4]([N+:9](=[O:10])[O-:11])[c:5]([NH2:8])[n:6][cH:7]1. The reactants are Clc1ccc2nnc(Cl)n2n1, N, C1COCCO1. Yields the product Nc1ccc2nnc(Cl)n2n1. Reaction SMILES: [Cl:1][c:2]1[n:3][n:4][c:5]2[n:6]1[n:7][c:8]([Cl:11])[cH:9][cH:10]2.[NH3:12].[O:13]1[CH2:14][CH2:15][O:16][CH2:17][CH2:18]1>>[Cl:1][c:2]1[n:3][n:4][c:5]2[n:6]1[n:7][c:8]([NH2:12])[cH:9][cH:10]2. Starting materials: CC(C)C[Al+]CC(C)C, ClCCl, COC(=O)c1cc(-c2nnn(C)n2)ccc1OC, [H-]. Yields the product COc1ccc(-c2nnn(C)n2)cc1CO. Reaction SMILES: [CH2:20]([Al+:21][CH2:22][CH:23]([CH3:24])[CH3:25])[CH:26]([CH3:27])[CH3:28].[CH2:29]([Cl:30])[Cl:31].[CH3:1][O:2][c:3]1[c:4]([C:5](=[O:6])[O:7][CH3:8])[cH:9][c:10](-[c:13]2[n:14][n:15][n:16]([CH3:18])[n:17]2)[cH:11][cH:12]1.[H-:19]>>[CH3:1][O:2][c:3]1[c:4]([CH2:5][OH:6])[cH:9][c:10](-[c:13]2[n:14][n:15][n:16]([CH3:18])[n:17]2)[cH:11][cH:12]1. Reactants: FC1=C(C2=C(OCO2)C=C1)N (5-Fluoro-1,3-benzodioxol-4-amine), I(=O)(=O)Cl.I(=O)(=O)Cl.C(C1=CC=CC=C1)[N+](C)(C)C (benzyltrimethylammonium dichloroiodate), C([O-])([O-])=O.[Ca+2] (calcium carbonate). The solvent is ClCCl (dichloromethane), CO (methanol). Conditions: time 3 hour. Yields the product NC1=C(C=C(C=2OCOC21)I)F (4-amino-5-fluoro-7-iodo-1,3-benzodioxole). Isolated yield 57.1%. As a reaction SMILES: [F:1][C:2]1[CH:10]=[CH:9][C:5]2[O:6][CH2:7][O:8][C:4]=2[C:3]=1[NH2:11].[I:12](Cl)(=O)=O.I(Cl)(=O)=O.C([N+](C)(C)C)C1C=CC=CC=1.C(=O)([O-])[O-].[Ca+2]>ClCCl.CO>[NH2:11][C:3]1[C:4]2[O:8][CH2:7][O:6][C:5]=2[C:9]([I:12])=[CH:10][C:2]=1[F:1] |f:1.2.3,4.5|. Procedure: 5-Fluoro-1,3-benzodioxol-4-amine (1.1 g, 7.10 mmol), benzyltrimethylammonium dichloroiodate (2.7 g, 7.76 mmol) and calcium carbonate (0.92 g, 9.2 mmol) in a mixture of dichloromethane (10 ml) and methanol (5 ml) were stirred at room temperature for 3 hr. The mixture was filtered through Celite and then evaporated to a dark brown solid. The residue was purified by column chromatography on silica using a 1:1 mixture of methyl tert-butyl ether and iso-hexane as eluent to give 4-amino-5-fluoro-7-iod... Reactants: S(=O)(=O)(O)C1=CC=C(C)C=C1.C(C1=CC=CC=C1)OC([C@H](N)CCC1=CC=CC=C1)=O (D-Homophenylalanine Benzyl ester Tosylate), C([O-])(O)=O.[Na+] (sodium bicarbonate). Run in O (water), C(C)(=O)OCC (ethyl acetate). Reaction conditions: temperature 25 celsius. Product: C(C1=CC=CC=C1)OC([C@H](N)CCC1=CC=CC=C1)=O (D-Homophenylalanine Benzyl ester). As a reaction SMILES: S(C1C=CC(C)=CC=1)(O)(=O)=O.[CH2:12]([O:19][C:20](=[O:31])[C@@H:21]([CH2:23][CH2:24][C:25]1[CH:30]=[CH:29][CH:28]=[CH:27][CH:26]=1)[NH2:22])[C:13]1[CH:18]=[CH:17][CH:16]=[CH:15][CH:14]=1.C(=O)(O)[O-].[Na+]>C(OCC)(=O)C.O>[CH2:12]([O:19][C:20](=[O:31])[C@@H:21]([CH2:23][CH2:24][C:25]1[CH:30]=[CH:29][CH:28]=[CH:27][CH:26]=1)[NH2:22])[C:13]1[CH:14]=[CH:15][CH:16]=[CH:17][CH:18]=1 |f:0.1,2.3|. Reported procedure: D-Homophenylalanine Benzyl ester Tosylate (2.48 g, 5.6 mmol) was suspended in ethyl acetate (25 mL) and a saturated solution of sodium bicarbonate in water was added in portions (25 mL) with stirring at 25° C. The water layer was extracted with ethyl acetate (3×10 mL). The combined organic extract was dried over anhydrous sodium sulfate, filtered and concentrated to dryness to afford D-Homophenylalanine Benzyl ester. The ester was dissolved in acetonitile (25 mL). NαNδ-bis-Boc-L-Ornithine (2.0 g...